Dataset: the Open Reaction Database (ORD), a public repository of structured organic reaction records. Task: describe an organic reaction: reactants, conditions, products, and yield Reactants: [H-].[Na+] (sodium hydride), [Cl-].[NH4+] (ammonium chloride), C(COCCOCCOCCOCCOCCO)O (hexaethylene glycol), BrC1=CC(=C(CBr)C=C1)C (4-bromo-2-methylbenzyl bromide). Run in CN(C=O)C (dimethylformamide). Product: BrC1=CC(=C(C=C1)COCCOCCOCCOCCOCCOCCOCC1=C(C=C(C=C1)Br)C)C (1,21-bis(4-bromo-2-methylphenyl)-2,5,8,11,14,17,20-heptaoxaheneicosane). The yield is 88.1%. RXN SMILES: [H-].[Na+].[CH2:3]([OH:21])[CH2:4][O:5][CH2:6][CH2:7][O:8][CH2:9][CH2:10][O:11][CH2:12][CH2:13][O:14][CH2:15][CH2:16][O:17][CH2:18][CH2:19][OH:20].[Br:22][C:23]1[CH:30]=[CH:29][C:26]([CH2:27]Br)=[C:25]([CH3:31])[CH:24]=1.[Cl-].[NH4+]>CN(C)C=O>[Br:22][C:23]1[CH:30]=[CH:29][C:26]([CH2:27][O:20][CH2:19][CH2:18][O:17][CH2:16][CH2:15][O:14][CH2:13][CH2:12][O:11][CH2:10][CH2:9][O:8][CH2:7][CH2:6][O:5][CH2:4][CH2:3][O:21][CH2:27][C:26]2[CH:29]=[CH:30][C:23]([Br:22])=[CH:24][C:25]=2[CH3:31])=[C:25]([CH3:31])[CH:24]=1 |f:0.1,4.5|. Procedure: To a solution of 354 mg (3.85 mmol) of sodium hydride contained at 60% in mineral oil in dry dimethylformamide (20 ml) was added 1.00 g (3.54 mmol) of hexaethylene glycol, and the mixture was reacted at 40°-50° C. for 30 min. Then, 2.06 g (7.79 mmol) of 4-bromo-2-methylbenzyl bromide was added, and the mixture was allowed to react at room temperature for 17 hours. To the reaction solution at 0° C. was added a saturated aqueous solution of ammonium chloride followed by extraction with ethyl aceta... Starting materials: FC=1C=CC2=C(N(C(=N2)[C@H](C)N)C=2C=NC=C(C2)F)C1 ((S)-1-[6-fluoro-1-(5-fluoropyridin-3-yl)-1H-benzoimidazol-2-yl]ethylamine), ClC1=C2N=CN(C2=NC=N1)C1OCCCC1 (6-chloro-9-(tetrahydropyran-2-yl)-9H-purine), CCN(C(C)C)C(C)C (DIPEA). The product is FC=1C=CC2=C(N(C(=N2)[C@H](C)NC2=C3N=CNC3=NC=N2)C=2C=NC=C(C2)F)C1 ({(S)-1-[6-Fluoro-1-(5-fluoro-pyridin-3-yl)-1H-benzoimidazol-2-yl]-ethyl}-(9H-purin-6-yl)-amine). Procedure details: A mixture of (S)-1-[6-fluoro-1-(5-fluoropyridin-3-yl)-1H-benzoimidazol-2-yl]ethylamine (46 mg, 0.17 mmol), 6-chloro-9-(tetrahydropyran-2-yl)-9H-purine (44 mg, 0.18 mmol) and DIPEA (86 μL, 0.50 mmol) in n-butanol (1 mL) was heated at 90° C. in a sealed vial for 60 h. After cooling to RT, the resulting mixture was diluted with MeOH and loaded onto an Isolute® SCX-2 cartridge. The cartridge was washed with MeOH followed by 2M NH3/MeOH. The basic fractions were combined, concentrated in vacuo and th... The solvent is C(CCC)O (n-butanol), CO (MeOH). Reaction conditions: temperature 90 celsius. Reaction SMILES: [F:1][C:2]1[CH:3]=[CH:4][C:5]2[N:9]=[C:8]([C@@H:10]([NH2:12])[CH3:11])[N:7]([C:13]3[CH:14]=[N:15][CH:16]=[C:17]([F:19])[CH:18]=3)[C:6]=2[CH:20]=1.Cl[C:22]1[N:30]=[CH:29][N:28]=[C:27]2[C:23]=1[N:24]=[CH:25][N:26]2C1CCCCO1.CCN(C(C)C)C(C)C>C(O)CCC.CO>[F:1][C:2]1[CH:3]=[CH:4][C:5]2[N:9]=[C:8]([C@@H:10]([NH:12][C:22]3[N:30]=[CH:29][N:28]=[C:27]4[C:23]=3[N:24]=[CH:25][NH:26]4)[CH3:11])[N:7]([C:13]3[CH:14]=[N:15][CH:16]=[C:17]([F:19])[CH:18]=3)[C:6]=2[CH:20]=1. Isolated yield 72.0%. The reactants are C(CCC)[Li] (n-Butyllithium), ClC1=C(C(=CC=C1)Cl)C1=NN(C(=N1)C=1SC(=C(C1Cl)Cl)Cl)C (3-(2,6-dichlorophenyl)-5-(3,4,5-trichlorothien-2-yl)-1-methyl[1,2,4]triazole), BrBr (Bromine). The solvent is O (water), C1CCOC1 (THF). Conditions: time 1 hour. The product is ClC1=C(C(=CC=C1)Cl)C1=NN(C(=N1)C=1SC(=C(C1Cl)Cl)Br)C (3-(2,6-dichlorophenyl)-5-(5-bromo-3,4-dichlorothien-2-yl)-1-methyl[1,2,4]triazole). The yield is 17.2%. As a reaction SMILES: C([Li])CCC.[Cl:6][C:7]1[CH:12]=[CH:11][CH:10]=[C:9]([Cl:13])[C:8]=1[C:14]1[N:18]=[C:17]([C:19]2[S:20][C:21](Cl)=[C:22]([Cl:25])[C:23]=2[Cl:24])[N:16]([CH3:27])[N:15]=1.[Br:28]Br>C1COCC1.O>[Cl:6][C:7]1[CH:12]=[CH:11][CH:10]=[C:9]([Cl:13])[C:8]=1[C:14]1[N:18]=[C:17]([C:19]2[S:20][C:21]([Br:28])=[C:22]([Cl:25])[C:23]=2[Cl:24])[N:16]([CH3:27])[N:15]=1. Procedure: n-Butyllithium (2.5 mmol) was slowly added to a solution of 3-(2,6-dichlorophenyl)-5-(3,4,5-trichlorothien-2-yl)-1-methyl[1,2,4]triazole (325 mg, 1.0 mmol) in THF at -78° C., and the mixture was stirred one hour. Bromine (3.0 mmol) was added and the reaction stirred two hours, then diluted with water, extracted with ether, washed with brine, and dried over magnesium sulfate. The product was concentrated to 620 mg of dark oil. This was chromatographed (SiO2, 10% EtOAc-Hex) to give 79 mg of the ti... Product: CC1(C)OCC(CO)CO1. RXN SMILES: [CH2:27]1[O:28][CH2:29][CH2:30][CH2:31]1.[CH3:8][O:9][C:10]([CH3:11])([CH3:12])[O:13][CH3:14].[OH2:15].[OH:1][CH2:2][CH:3]([CH2:4][OH:5])[CH2:6][OH:7].[c:16]1([CH3:17])[cH:18][cH:19][c:20]([S:21]([OH:22])(=[O:23])=[O:24])[cH:25][cH:26]1>>[O:1]1[CH2:2][CH:3]([CH2:6][OH:7])[CH2:4][O:5][C:10]1([CH3:11])[CH3:12]. Starting materials: C1CCOC1, COC(C)(C)OC, O, OCC(CO)CO, Cc1ccc(S(=O)(=O)O)cc1. Starting materials: O (Water), [Si](C)(C)(C(C)(C)C)OC1CC(C=2N(C1)C(=NN2)C2=CC(=C(C=C2)C2=CN=C(O2)C)OC)C2=CC(=C(C=C2)F)F ((6RS,8SR)-6-{[tert-butyl(dimethyl)silyl]oxy}-8-(3,4-difluorophenyl)-3-[3-methoxy-4-(2-methyl-1,3-oxazol-5-yl)phenyl]-5,6,7,8-tetrahydro[1,2,4]triazolo[4,3-a]pyridine), C=O (Paraformaldehyde), [H-].[Na+] (sodium hydride). The solvent is CN(C)C=O (DMF). Run at time 10 minute. Product: FC=1C=C(C=CC1F)C1(C=2N(CC(C1)O)C(=NN2)C2=CC(=C(C=C2)C2=CN=C(O2)C)OC)CO ((6RS,8RS)-8-(3,4-difluorophenyl)-8-(hydroxymethyl)-3-[3-methoxy-4-(2-methyl-1,3-oxazol-5-yl)phenyl]-5,6,7,8-tetrahydro[1,2,4]triazolo[4,3-a]pyridin-6-ol). Isolated yield 86.9%. Reaction SMILES: [Si]([O:8][CH:9]1[CH2:14][N:13]2[C:15]([C:18]3[CH:23]=[CH:22][C:21]([C:24]4[O:28][C:27]([CH3:29])=[N:26][CH:25]=4)=[C:20]([O:30][CH3:31])[CH:19]=3)=[N:16][N:17]=[C:12]2[CH:11]([C:32]2[CH:37]=[CH:36][C:35]([F:38])=[C:34]([F:39])[CH:33]=2)[CH2:10]1)(C(C)(C)C)(C)C.[H-].[Na+].[CH2:42]=[O:43].O>CN(C=O)C>[F:39][C:34]1[CH:33]=[C:32]([C:11]2([CH2:42][OH:43])[CH2:10][CH:9]([OH:8])[CH2:14][N:13]3[C:15]([C:18]4[CH:23]=[CH:22][C:21]([C:24]5[O:28][C:27]([CH3:29])=[N:26][CH:25]=5)=[C:20]([O:30][CH3:31])[CH:19]=4)=[N:16][N:17]=[C:12]23)[CH:37]=[CH:36][C:35]=1[F:38] |f:1.2|. Procedure: To a mixture of (6RS,8SR)-6-{[tert-butyl(dimethyl)silyl]oxy}-8-(3,4-difluorophenyl)-3-[3-methoxy-4-(2-methyl-1,3-oxazol-5-yl)phenyl]-5,6,7,8-tetrahydro[1,2,4]triazolo[4,3-a]pyridine (209 mg) in DMF (1.9 mL) was added sodium hydride (60%, 16.6 mg) at 0° C., and the mixture was stirred for 10 min. Paraformaldehyde (18.1 mg) was added to the reaction mixture, and the mixture was stirred at room temperature for 1 hr. Water was added to the reaction mixture, and the mixture was extracted with ethyl a... Reactants: C, CC(=O)OC(C)=O, CC(=O)O, CCOC(=O)c1sc(SC)c2c1CCC(N=[N+]=[N-])C2=O, [Pd]. Product: CCOC(=O)c1sc(SC)c2c1CCC(NC(C)=O)C2=O. Reaction SMILES: [C:28].[CH3:21][C:22](=[O:23])[O:24][C:25](=[O:26])[CH3:27].[CH3:30][C:31](=[O:32])[OH:33].[N:1](=[N+:2]=[N-:3])[CH:4]1[C:5](=[O:20])[c:6]2[c:7]([c:8]([C:13](=[O:14])[O:15][CH2:16][CH3:17])[s:9][c:10]2[S:11][CH3:12])[CH2:18][CH2:19]1.[Pd:29]>>[NH:1]([CH:4]1[C:5](=[O:20])[c:6]2[c:7]([c:8]([C:13](=[O:14])[O:15][CH2:16][CH3:17])[s:9][c:10]2[S:11][CH3:12])[CH2:18][CH2:19]1)[C:22]([CH3:21])=[O:23]. Reactants: O=C(Nc1ccccc1O)c1c(Br)sc2c1CCCC2, O=C([O-])[O-], CS(C)=O, [K+], [K+], O. Product: O=C1Nc2ccccc2Oc2sc3c(c21)CCCC3. RXN SMILES: [Br:1][c:2]1[c:3]([C:11](=[O:12])[NH:13][c:14]2[c:15]([OH:20])[cH:16][cH:17][cH:18][cH:19]2)[c:4]2[c:5]([s:6]1)[CH2:7][CH2:8][CH2:9][CH2:10]2.[C:21](=[O:22])([O-:23])[O-:24].[CH3:28][S:29](=[O:30])[CH3:31].[K+:25].[K+:26].[OH2:27]>>[c:2]12[c:3]([c:4]3[c:5]([s:6]1)[CH2:7][CH2:8][CH2:9][CH2:10]3)[C:11](=[O:12])[NH:13][c:14]1[c:15]([cH:16][cH:17][cH:18][cH:19]1)[O:20]2. Reactants: CN1CCN(CC1)C1=CC=C(C=C1)NC1=NC=2N(C=C1)N=CC2C=O (5-(4-(4-methylpiperazin-1-yl)phenylamino)pyrazolo[1,5-a]pyrimidine-3-carbaldehyde), N1C(=O)NC(=O)C1 (hydantoin), N1CCCCC1 (piperidine). Solvent: CCO (EtOH). Reaction conditions: temperature 70 celsius. The product is CN1CCN(CC1)C1=CC=C(C=C1)NC1=NC=2N(C=C1)N=CC2C=C2C(NC(N2)=O)=O (5-((5-(4-(4-methylpiperazin-1-yl)phenylamino)pyrazolo[1,5-a]pyrimidin-3-yl)methylene)imidazolidine-2,4-dione). Reaction SMILES: [CH3:1][N:2]1[CH2:7][CH2:6][N:5]([C:8]2[CH:13]=[CH:12][C:11]([NH:14][C:15]3[CH:20]=[CH:19][N:18]4[N:21]=[CH:22][C:23]([CH:24]=O)=[C:17]4[N:16]=3)=[CH:10][CH:9]=2)[CH2:4][CH2:3]1.[NH:26]1[CH2:32][C:30](=[O:31])[NH:29][C:27]1=[O:28].N1CCCCC1>CCO>[CH3:1][N:2]1[CH2:3][CH2:4][N:5]([C:8]2[CH:13]=[CH:12][C:11]([NH:14][C:15]3[CH:20]=[CH:19][N:18]4[N:21]=[CH:22][C:23]([CH:24]=[C:32]5[NH:26][C:27](=[O:28])[NH:29][C:30]5=[O:31])=[C:17]4[N:16]=3)=[CH:10][CH:9]=2)[CH2:6][CH2:7]1. Reported procedure: To 5-(4-(4-methylpiperazin-1-yl)phenylamino)pyrazolo[1,5-a]pyrimidine-3-carbaldehyde (56 mg, 0.167 mmol) in EtOH was added hydantoin (17 mg, 0.167 mmol) and piperidine (17 μL, 0.167 mmol). The mixture was heated at 70° C. Solvent was removed under reduced pressure and then the solid was redissolved in MeOH and sonicated. Insolubilities were filtered off and the filtrate was purified by HPLC to yield 5-((5-(4-(4-methylpiperazin-1-yl)phenylamino)pyrazolo[1,5-a]pyrimidin-3-yl)methylene)imidazolidin...